Task: describe an organic reaction: reactants, conditions, products, and yield. Dataset: the Open Reaction Database (ORD), a public repository of structured organic reaction records Starting materials: O=C([O-])[O-], O=C(CCCBr)OCc1ccccc1, CC(C)Cc1ccc(C(C)C(=O)O)cc1, CC#N, [K+], [K+]. The product is CC(C)Cc1ccc(C(C)C(=O)OCCCC(=O)OCc2ccccc2)cc1. Reaction SMILES: [C:16](=[O:17])([O-:18])[O-:19].[CH2:22]([c:23]1[cH:24][cH:25][cH:26][cH:27][cH:28]1)[O:29][C:30]([CH2:31][CH2:32][CH2:33][Br:34])=[O:35].[CH3:1][CH:2]([CH3:3])[CH2:4][c:5]1[cH:6][cH:7][c:8]([CH:11]([CH3:12])[C:13]([OH:14])=[O:15])[cH:9][cH:10]1.[CH3:36][C:37]#[N:38].[K+:20].[K+:21]>>[CH3:1][CH:2]([CH3:3])[CH2:4][c:5]1[cH:6][cH:7][c:8]([CH:11]([CH3:12])[C:13]([O:14][CH2:33][CH2:32][CH2:31][C:30]([O:29][CH2:22][c:23]2[cH:24][cH:25][cH:26][cH:27][cH:28]2)=[O:35])=[O:15])[cH:9][cH:10]1. Conditions: time 30 minute. The reactants are ClC1=C(C=C(C=C1)O)C(F)(F)F (4-chloro-3-trifluoromethyl-phenol), BrC=1C(=NC(=C(C1)[N+](=O)[O-])C)Cl (3-bromo-2-chloro-6-methyl-5-nitro-pyridine), [H-].[Na+] (sodium hydride). Procedure: In a 50 mL single-necked round-bottomed flask, 0.13 ml of hexamethyldisilazane and 1.21 g of 4-chloro-3-trifluoromethyl-phenol are dissolved and stirred in 3.0 ml of dry dioxane under Argon atmosphere at ambient temperature. To this mixture, 270 mg of 55% sodium hydride suspension is added carefully (gas evolution) and stirring is continued for 30 minutes. After this, a solution of 1.55 g of 3-bromo-2-chloro-6-methyl-5-nitro-pyridine in 4.0 ml of dry dioxane is added dropwise by syringe and stir... As a reaction SMILES: [Cl:1][C:2]1[CH:7]=[CH:6][C:5]([OH:8])=[CH:4][C:3]=1[C:9]([F:12])([F:11])[F:10].[H-].[Na+].[Br:15][C:16]1[C:17](Cl)=[N:18][C:19]([CH3:25])=[C:20]([N+:22]([O-:24])=[O:23])[CH:21]=1>C[Si](C)(C)N[Si](C)(C)C.O1CCOCC1>[Br:15][C:16]1[C:17]([O:8][C:5]2[CH:6]=[CH:7][C:2]([Cl:1])=[C:3]([C:9]([F:10])([F:11])[F:12])[CH:4]=2)=[N:18][C:19]([CH3:25])=[C:20]([N+:22]([O-:24])=[O:23])[CH:21]=1 |f:1.2|. Solvent: C[Si](N[Si](C)(C)C)(C)C (hexamethyldisilazane), O1CCOCC1 (dioxane), O1CCOCC1 (dioxane). Isolated yield 18.9%. The product is BrC=1C(=NC(=C(C1)[N+](=O)[O-])C)OC1=CC(=C(C=C1)Cl)C(F)(F)F (3-bromo-2-(4-chloro-3-trifluoromethyl-phenoxy)-6-methyl-5-nitro-pyridine). Reactants: OC1=C(C2=C(C(CO2)=O)C=C1)CN1CC(NCC1)=O (4-[(6-hydroxy-3-oxo-2,3-dihydrobenzofuran-7-yl)methyl]piperazin-2-one), N1C=C(C2=CC=CN=C12)C=O (7-aza-1H-indole-3-carboxaldehyde), N1CCCCC1 (piperidine). Solvent: C(C)(C)O (isopropanol), C(C)(C)O (isopropanol), C(C)(C)O (isopropanol). The product is N1C=C(C=2C1=NC=CC2)\C=C\2/OC1=C(C2=O)C=CC(=C1CN1CC(NCC1)=O)O ((Z)-4-({2-[(1H-pyrrolo[2,3-b]pyridin-3-yl)methylene]-6-hydroxy-3-oxo-2,3-dihydrobenzofuran-7-yl}methyl)piperazin-2-one). The yield is 72.2%. As a reaction SMILES: [OH:1][C:2]1[CH:11]=[CH:10][C:5]2[C:6](=[O:9])[CH2:7][O:8][C:4]=2[C:3]=1[CH2:12][N:13]1[CH2:18][CH2:17][NH:16][C:15](=[O:19])[CH2:14]1.[NH:20]1[C:28]2[C:23](=[CH:24][CH:25]=[CH:26][N:27]=2)[C:22]([CH:29]=O)=[CH:21]1.N1CCCCC1>C(O)(C)C>[NH:20]1[C:28]2=[N:27][CH:26]=[CH:25][CH:24]=[C:23]2[C:22](/[CH:29]=[C:7]2\[O:8][C:4]3[C:3]([CH2:12][N:13]4[CH2:18][CH2:17][NH:16][C:15](=[O:19])[CH2:14]4)=[C:2]([OH:1])[CH:11]=[CH:10][C:5]=3[C:6]\2=[O:9])=[CH:21]1. Procedure: A solution of 4-[(6-hydroxy-3-oxo-2,3-dihydrobenzofuran-7-yl)methyl]piperazin-2-one (0.0986 g, 0.376 mmol) in isopropanol (1.5 mL) was added with 7-aza-1H-indole-3-carboxaldehyde (0.0550 g, 0.376 mmol) and piperidine (0.00320 g, 0.0376 mmol), and the mixture was refluxed by heating for 2 hours. The reaction mixture was cooled to room temperature, and then added with isopropanol (2 mL), and the precipitated solid was suspended in isopropanol and thereby washed. The solid was collected by filtrati... The reactants are [Al+3], Cc1cc(C(=O)Nc2cc(O)ccc2Cl)n(C)n1, [H-], [H-], [H-], [H-], [Li+], C1CCOC1. The product is Cc1cc(CNc2cc(O)ccc2Cl)n(C)n1. As a reaction SMILES: [Al+3:2].[Cl:7][c:8]1[c:9]([NH:15][C:16](=[O:17])[c:18]2[cH:19][c:20]([CH3:24])[n:21][n:22]2[CH3:23])[cH:10][c:11]([OH:14])[cH:12][cH:13]1.[H-:1].[H-:4].[H-:5].[H-:6].[Li+:3].[O:25]1[CH2:26][CH2:27][CH2:28][CH2:29]1>>[Cl:7][c:8]1[c:9]([NH:15][CH2:16][c:18]2[cH:19][c:20]([CH3:24])[n:21][n:22]2[CH3:23])[cH:10][c:11]([OH:14])[cH:12][cH:13]1.